This data is from the Open Reaction Database (ORD), a public repository of structured organic reaction records. The task is: describe an organic reaction: reactants, conditions, products, and yield Reactants: NC=1C=CC2=C(NC(CN(C2)C)=O)C1 (8-amino-4-methyl-1,3,4,5-tetrahydro-benzo[e][1,4]diazepin-2-one), CNC(=O)C=1SC=C(C1NC1=NC(=NC=C1Cl)Cl)C (3-(2,5-dichloro-pyrimidin-4-ylamino)-4-methyl-thiophene-2-carboxylic acid methylamide), C12(C(=O)CC(CC1)C2(C)C)CS(=O)(=O)O (camphorsulfonic acid). Run in CC(C)O (IPA). Yields the product CNC(=O)C=1SC=C(C1NC1=NC(=NC=C1Cl)NC=1C=CC2=C(NC(CN(C2)C)=O)C1)C (3-[5-chloro-2-(4-methyl-2-oxo-2,3,4,5-tetrahydro-1H-benzo[e][1,4]diazepin-8-ylamino)-pyrimidin-4-ylamino]-4-methyl-thiophene-2-carboxylic acid methylamide). Yield: 3.4%. As a reaction SMILES: [NH2:1][C:2]1[CH:3]=[CH:4][C:5]2[CH2:11][N:10]([CH3:12])[CH2:9][C:8](=[O:13])[NH:7][C:6]=2[CH:14]=1.[CH3:15][NH:16][C:17]([C:19]1[S:20][CH:21]=[C:22]([CH3:33])[C:23]=1[NH:24][C:25]1[C:30]([Cl:31])=[CH:29][N:28]=[C:27](Cl)[N:26]=1)=[O:18].C12(CS(O)(=O)=O)C(C)(C)C(CC1)CC2=O>CC(O)C>[CH3:15][NH:16][C:17]([C:19]1[S:20][CH:21]=[C:22]([CH3:33])[C:23]=1[NH:24][C:25]1[C:30]([Cl:31])=[CH:29][N:28]=[C:27]([NH:1][C:2]2[CH:3]=[CH:4][C:5]3[CH2:11][N:10]([CH3:12])[CH2:9][C:8](=[O:13])[NH:7][C:6]=3[CH:14]=2)[N:26]=1)=[O:18]. Procedure: A mixture of 8-amino-4-methyl-1,3,4,5-tetrahydro-benzo[e][1,4]diazepin-2-one (25 mg, 0.13 mmol), 3-(2,5-dichloro-pyrimidin-4-ylamino)-4-methyl-thiophene-2-carboxylic acid methylamide (49.6 mg, 0.16 mmol), and camphorsulfonic acid (33 mg, 0.13 mmol) were heated in IPA (3 mL) at 120° C. for 16 hours. Concentration and chromatography on preparative TLC with methylene chloride and methanol (100:8) gave 2.1 mg of 3-[5-chloro-2-(4-methyl-2-oxo-2,3,4,5-tetrahydro-1H-benzo[e][1,4]diazepin-8-ylamino)-pyr... The product is COC(=O)c1ccc(N=Cc2ccc(F)c([N+](=O)[O-])c2)cc1. Starting materials: CCO, O=Cc1ccc(F)c([N+](=O)[O-])c1, COC(=O)c1ccc(N)cc1. RXN SMILES: [CH3:24][CH2:25][OH:26].[F:12][c:13]1[c:14]([N+:21](=[O:22])[O-:23])[cH:15][c:16]([CH:17]=[O:18])[cH:19][cH:20]1.[NH2:1][c:2]1[cH:3][cH:4][c:5]([C:6](=[O:7])[O:8][CH3:9])[cH:10][cH:11]1>>[N:1]([c:2]1[cH:3][cH:4][c:5]([C:6](=[O:7])[O:8][CH3:9])[cH:10][cH:11]1)=[CH:17][c:16]1[cH:15][c:14]([N+:21](=[O:22])[O-:23])[c:13]([F:12])[cH:20][cH:19]1.